This data is from the Open Reaction Database (ORD), a public repository of structured organic reaction records. The task is: describe an organic reaction: reactants, conditions, products, and yield Starting materials: S(=O)(=O)([O-])C1=CC=C(C)C=C1 (tosylate), FC1=CC=C(NC)C=C1 (4-fluoro-N-methylaniline), FC(S(=O)(=O)OC=1C2=C(N=C(N1)NC1=CC=C(C=C1)C1=CN=CO1)CCN(C2)C(C)=O)(F)F (6-acetyl-2-(4-(oxazol-5-yl)phenylamino)-5,6,7,8-tetrahydropyrido[4,3-d]pyrimidin-4-yl trifluoromethanesulfonate), amine. Yields the product FC1=CC=C(C=C1)N(C=1C2=C(N=C(N1)NC1=CC=C(C=C1)C1=CN=CO1)CCN(C2)C(C)=O)C (1-(4-((4-fluorophenyl)(methyl)amino)-2-(4-(oxazol-5-yl)phenylamino)-7,8-dihydropyrido[4,3-d]pyrimidin-6(5H)-yl)ethanone). The yield is 18.0%. Reaction SMILES: [F:1][C:2]1[CH:9]=[CH:8][C:5]([NH:6][CH3:7])=[CH:4][CH:3]=1.FC(F)(F)S(O[C:16]1[C:17]2[CH2:37][N:36]([C:38](=[O:40])[CH3:39])[CH2:35][CH2:34][C:18]=2[N:19]=[C:20]([NH:22][C:23]2[CH:28]=[CH:27][C:26]([C:29]3[O:33][CH:32]=[N:31][CH:30]=3)=[CH:25][CH:24]=2)[N:21]=1)(=O)=O.S(C1C=CC(C)=CC=1)([O-])(=O)=O>>[F:1][C:2]1[CH:9]=[CH:8][C:5]([N:6]([CH3:7])[C:16]2[C:17]3[CH2:37][N:36]([C:38](=[O:40])[CH3:39])[CH2:35][CH2:34][C:18]=3[N:19]=[C:20]([NH:22][C:23]3[CH:28]=[CH:27][C:26]([C:29]4[O:33][CH:32]=[N:31][CH:30]=4)=[CH:25][CH:24]=3)[N:21]=2)=[CH:4][CH:3]=1. Procedure: 1-(4-((4-fluorophenyl)(methyl)amino)-2-(4-(oxazol-5-yl)phenylamino)-7,8-dihydropyrido[4,3-d]pyrimidin-6(5H)-yl)ethanone (15 mg, 18%) was prepared from 4-fluoro-N-methylaniline and 6-acetyl-2-(4-(oxazol-5-yl)phenylamino)-5,6,7,8-tetrahydropyrido[4,3-d]pyrimidin-4-yl trifluoromethanesulfonate (example 88a) according to the general procedure for amine substitution of tosylate on pyrimidines. The reactants are CCOS(=O)(=O)c1ccc(C)cc1, CN(C)C=O, Nc1cc(-c2ccncc2)cc2nc(-c3ccccc3)nn12. The product is CCNc1cc(-c2ccncc2)cc2nc(-c3ccccc3)nn12. As a reaction SMILES: [CH2:23]([CH3:24])[O:25][S:26]([c:27]1[cH:28][cH:29][c:30]([CH3:31])[cH:32][cH:33]1)(=[O:34])=[O:35].[CH3:36][N:37]([CH3:38])[CH:39]=[O:40].[c:1]1(-[c:7]2[n:8][n:9]3[c:10]([cH:11][c:12](-[c:16]4[cH:17][cH:18][n:19][cH:20][cH:21]4)[cH:13][c:14]3[NH2:15])[n:22]2)[cH:2][cH:3][cH:4][cH:5][cH:6]1>>[c:1]1(-[c:7]2[n:8][n:9]3[c:10]([cH:11][c:12](-[c:16]4[cH:17][cH:18][n:19][cH:20][cH:21]4)[cH:13][c:14]3[NH:15][CH2:23][CH3:24])[n:22]2)[cH:2][cH:3][cH:4][cH:5][cH:6]1. Starting materials: COc1cc(C(C)=C2C(=O)OC(=O)C2=C(C)C)cc(OC)c1OC, Cc1ccccc1, Nc1ccccc1. The product is COc1cc(C(C)=C2C(=O)N(c3ccccc3)C(=O)C2=C(C)C)cc(OC)c1OC. Reaction SMILES: [CH3:1][O:2][c:3]1[cH:4][c:5]([C:13]([CH3:14])=[C:15]2[C:16](=[C:22]([CH3:23])[CH3:24])[C:17](=[O:18])[O:19][C:20]2=[O:21])[cH:6][c:7]([O:11][CH3:12])[c:8]1[O:9][CH3:10].[CH3:32][c:33]1[cH:34][cH:35][cH:36][cH:37][cH:38]1.[NH2:25][c:26]1[cH:27][cH:28][cH:29][cH:30][cH:31]1>>[CH3:1][O:2][c:3]1[cH:4][c:5]([C:13]([CH3:14])=[C:15]2[C:16](=[C:22]([CH3:23])[CH3:24])[C:17](=[O:18])[N:25]([c:26]3[cH:27][cH:28][cH:29][cH:30][cH:31]3)[C:20]2=[O:21])[cH:6][c:7]([O:11][CH3:12])[c:8]1[O:9][CH3:10]. Reactants: [Li]C(C)(C)C, CCCc1cccc(OCOC)c1, CCCCC, CCC=O. The product is CCCc1ccc(C(O)CC)c(OCOC)c1. As a reaction SMILES: [C:14]([Li:15])([CH3:16])([CH3:17])[CH3:18].[CH3:1][O:2][CH2:3][O:4][c:5]1[cH:6][c:7]([CH2:11][CH2:12][CH3:13])[cH:8][cH:9][cH:10]1.[CH3:23][CH2:24][CH2:25][CH2:26][CH3:27].[CH:19]([CH2:20][CH3:21])=[O:22]>>[CH3:1][O:2][CH2:3][O:4][c:5]1[cH:6][c:7]([CH2:11][CH2:12][CH3:13])[cH:8][cH:9][c:10]1[CH:19]([CH2:20][CH3:21])[OH:22]. The reactants are C([O-])([O-])=O.[K+].[K+] (potassium carbonate), BrCC1=CC=C(C(=O)OC)C=C1 (methyl 4-bromomethylbenzoate), NC=1C=CC=C2C=CC=NC12 (8-Aminoquinoline). The solvent is CN(C)C=O (DMF). Reaction conditions: time 20 hour. Product: N1=CC=CC2=CC=CC(=C12)NCC1=CC=C(C(=O)OC)C=C1 (Methyl 4-(8-quinolylaminomethyl)benzoate). The yield is 172.4%. As a reaction SMILES: [NH2:1][C:2]1[CH:3]=[CH:4][CH:5]=[C:6]2[C:11]=1[N:10]=[CH:9][CH:8]=[CH:7]2.C(=O)([O-])[O-].[K+].[K+].Br[CH2:19][C:20]1[CH:29]=[CH:28][C:23]([C:24]([O:26][CH3:27])=[O:25])=[CH:22][CH:21]=1>CN(C=O)C>[N:10]1[C:11]2[C:6](=[CH:5][CH:4]=[CH:3][C:2]=2[NH:1][CH2:19][C:20]2[CH:29]=[CH:28][C:23]([C:24]([O:26][CH3:27])=[O:25])=[CH:22][CH:21]=2)[CH:7]=[CH:8][CH:9]=1 |f:1.2.3|. Reported procedure: 8-Aminoquinoline (1.26 g) was dissolved in DMF (20 ml), and potassium carbonate (1.2 g) and methyl 4-bromomethylbenzoate (1.0 g) were added. After stirring for 20 hours, the reaction solution was concentrated. The resulting residue was diluted with chloroform and water was added. The mixture was extracted with chloroform. The organic layer was washed with saturated brine, dried over anhydrous sodium sulfate, and concentrated to obtain the title compound (2.20 g) as a yellow syrup. Reactants: C[C@@H](CCO)CCC[C@@H](CCCC(C)C)C ((3R,7R)-3,7,11-trimethyldodecan-1-ol), C1(=CC=C(C=C1)S(=O)(=O)Cl)C (p-toluenesulfonyl chloride), CCOCC (ether), acetone ice. Solvent: N1=CC=CC=C1 (pyridine). Run at time 40 hour. Yields the product C1(=CC=C(C=C1)S(=O)(=O)OCC[C@@H](CCC[C@@H](CCCC(C)C)C)C)C ((3R,7R)-3,7,11-trimethyldodecyl p-toluenesulfonate). The yield is 94.7%. Reaction SMILES: [CH3:1][C@H:2]([CH2:6][CH2:7][CH2:8][C@H:9]([CH3:16])[CH2:10][CH2:11][CH2:12][CH:13]([CH3:15])[CH3:14])[CH2:3][CH2:4][OH:5].[C:17]1([CH3:27])[CH:22]=[CH:21][C:20]([S:23](Cl)(=[O:25])=[O:24])=[CH:19][CH:18]=1.CCOCC>N1C=CC=CC=1>[C:17]1([CH3:27])[CH:22]=[CH:21][C:20]([S:23]([O:5][CH2:4][CH2:3][C@H:2]([CH3:1])[CH2:6][CH2:7][CH2:8][C@H:9]([CH3:16])[CH2:10][CH2:11][CH2:12][CH:13]([CH3:15])[CH3:14])(=[O:25])=[O:24])=[CH:19][CH:18]=1. Procedure details: A solution of 10.44 g (45.8 mmol) of (3R,7R)-3,7,11-trimethyldodecan-1-ol in 150 mL of anhydrous pyridine was stirred in an acetone-ice bath while 17.4 g (91.3 mmol) of p-toluenesulfonyl chloride was added in one portion. The mixture was stirred in the acetone-ice bath for 2 hr then kept at 0° C. for 40 hr before being quenched by the addition of 300 mL of ice-water. The product was isolated by extraction with 3×300 mL of ether. The ether extracts were combined, washed with 400 mL of cold 3N HCl... Product: C(C)(=O)NC1CCC2=CC=C(C=C12)[N+](=O)[O-] (N-Acetyl-6-nitro-1-aminoindan). Conditions: time 1 hour. RXN SMILES: [C:1]([NH:4][CH:5]1[C:13]2[C:8](=[CH:9][CH:10]=[CH:11][CH:12]=2)[CH2:7][CH2:6]1)(=[O:3])[CH3:2].O.[N+:15](C)([O-:17])=[O:16]>>[C:1]([NH:4][CH:5]1[C:13]2[C:8](=[CH:9][CH:10]=[C:11]([N+:15]([O-:17])=[O:16])[CH:12]=2)[CH2:7][CH2:6]1)(=[O:3])[CH3:2]. Reactants: ice, ice, ice, O (water), H2SO4HNO3, O (H2O), C(C)(=O)NC1CCC2=CC=CC=C12 ((rac)-N-acetyl-1-aminoindan), [N+](=O)([O-])C (nitromethane). Procedure: To an ice-cooled suspension of (rac)-N-acetyl-1-aminoindan (Ex. 17, 17.5 g, 0.1 mole) in nitromethane (165 ml), was added dropwise a nitrating mixture (H2SO4HNO3, H2O ) while the temperature was kept between 8° C. and 2° C. stirring was continued for 1.5 hours in the ice-bath and the mixture was then poured on to a mechanically stirred mixture of ice (500 g) and water (1300 ml) stirring being continued for 1 hour. The suspension was filtered, the white solid washed with water and dried (14.05 g,... Starting materials: FC(C(=O)NC=1N=C2N(C=C(C=C2)C(C2=CC=CC=C2)=O)C1C1=C(C(=C(C(=C1F)F)F)F)F)(F)F.FC(C(=O)NC=1N=C2N(C=C(C=C2)C(C2=CC=CC=C2)=O)C1C1=C(C=CC=C1C(F)(F)F)F)(F)F (2-trifluoroacetamido-3-(2-fluoro-6-trifluoromethylphenyl)-6-benzoyl-imidazo[1,2-a]pyridine 2-trifluoroacetamido-3-(2,3,4,5,6-pentafluorophenyl)-6-benzoyl-imidazo[1,2-a]pyridine). Solvent: CC(OCC)=O (EA). Yields the product NC=1N=C2N(C=C(C=C2)C(C2=CC=CC=C2)=O)C1C1=C(C=CC=C1C(F)(F)F)F (2-Amino-3-(2-fluoro-6-trifluoromethylphenyl)-6-benzoyl-imidazo[1,2-a]pyridine). Reaction SMILES: FC(F)(F)C(NC1N=C2C=CC(C(=O)C3C=CC=CC=3)=CN2C=1C1C(F)=C(F)C(F)=C(F)C=1F)=O.FC(F)(F)C([NH:40][C:41]1[N:42]=[C:43]2[CH:48]=[CH:47][C:46]([C:49](=[O:56])[C:50]3[CH:55]=[CH:54][CH:53]=[CH:52][CH:51]=3)=[CH:45][N:44]2[C:57]=1[C:58]1[C:63]([C:64]([F:67])([F:66])[F:65])=[CH:62][CH:61]=[CH:60][C:59]=1[F:68])=O>CC(=O)OCC>[NH2:40][C:41]1[N:42]=[C:43]2[CH:48]=[CH:47][C:46]([C:49](=[O:56])[C:50]3[CH:51]=[CH:52][CH:53]=[CH:54][CH:55]=3)=[CH:45][N:44]2[C:57]=1[C:58]1[C:63]([C:64]([F:66])([F:65])[F:67])=[CH:62][CH:61]=[CH:60][C:59]=1[F:68] |f:0.1|. Procedure details: The 2-trifluoroacetamido-3-(2-fluoro-6-trifluoromethylphenyl)-6-benzoyl-imidazo[1,2-a]pyridine 2-trifluoroacetamido-3-(2,3,4,5,6-pentafluorophenyl)-6-benzoyl-imidazo[1,2-a]pyridine (1.80 g, 3.64 mmol) was converted to product in a manner substantially analogous to Example 67 to yield 1.28 g. (88.3%). EA, MS(FD). Reactants: C1CCOC1, CCO, CCOC(=O)c1cn2ncnc(N)c2c1-c1ccc([N+](=O)[O-])cc1, [Na+], [OH-]. The product is Nc1ncnn2cc(C(=O)O)c(-c3ccc([N+](=O)[O-])cc3)c12. RXN SMILES: [CH2:30]1[O:31][CH2:32][CH2:33][CH2:34]1.[CH3:27][CH2:28][OH:29].[NH2:1][c:2]1[n:3][cH:4][n:5][n:6]2[c:7]1[c:8](-[c:16]1[cH:17][cH:18][c:19]([N+:22](=[O:23])[O-:24])[cH:20][cH:21]1)[c:9]([C:11](=[O:12])[O:13][CH2:14][CH3:15])[cH:10]2.[Na+:26].[OH-:25]>>[NH2:1][c:2]1[n:3][cH:4][n:5][n:6]2[c:7]1[c:8](-[c:16]1[cH:17][cH:18][c:19]([N+:22](=[O:23])[O-:24])[cH:20][cH:21]1)[c:9]([C:11](=[O:12])[OH:13])[cH:10]2.